This data is from the Open Reaction Database (ORD), a public repository of structured organic reaction records. The task is: describe an organic reaction: reactants, conditions, products, and yield The reactants are CC1=CC(NC2=CC=C(C=C12)OCCCCSC1=CC=C(C=C1)C1=CC=CC=C1)=O (4-methyl-6-[4-(4-biphenylyl-mercapto)-butoxy]-carbostyril), OO (hydrogen peroxide). Yields the product CC1=CC(NC2=CC=C(C=C12)OCCCCS(=O)C1=CC=C(C=C1)C1=CC=CC=C1)=O (4-Methyl-6-[4-(4-biphenylyl-sulfinyl)-butoxy]-carbostyril). As a reaction SMILES: [CH3:1][C:2]1[C:11]2[C:6](=[CH:7][CH:8]=[C:9]([O:12][CH2:13][CH2:14][CH2:15][CH2:16][S:17][C:18]3[CH:23]=[CH:22][C:21]([C:24]4[CH:29]=[CH:28][CH:27]=[CH:26][CH:25]=4)=[CH:20][CH:19]=3)[CH:10]=2)[NH:5][C:4](=[O:30])[CH:3]=1.[OH:31]O>>[CH3:1][C:2]1[C:11]2[C:6](=[CH:7][CH:8]=[C:9]([O:12][CH2:13][CH2:14][CH2:15][CH2:16][S:17]([C:18]3[CH:19]=[CH:20][C:21]([C:24]4[CH:25]=[CH:26][CH:27]=[CH:28][CH:29]=4)=[CH:22][CH:23]=3)=[O:31])[CH:10]=2)[NH:5][C:4](=[O:30])[CH:3]=1. Procedure: Prepared analogous to Example 123 from 4-methyl-6-[4-(4-biphenylyl-mercapto)-butoxy]-carbostyril (m.p. 174°-176° C.) and hydrogen peroxide. Starting materials: [Al+3], Cc1cccc(C)c1OCC1CCCN(C(=O)OC(C)(C)C)C1, [H-], [H-], [H-], [H-], [Li+], C1CCOC1. The product is Cc1cccc(C)c1OCC1CCCN(C)C1. As a reaction SMILES: [Al+3:2].[C:7]([O:8][C:12](=[O:9])[N:14]1[CH2:15][CH:16]([CH2:20][O:21][c:22]2[c:23]([CH3:29])[cH:24][cH:25][cH:26][c:27]2[CH3:28])[CH2:17][CH2:18][CH2:19]1)([CH3:10])([CH3:11])[CH3:13].[H-:1].[H-:4].[H-:5].[H-:6].[Li+:3].[O:30]1[CH2:31][CH2:32][CH2:33][CH2:34]1>>[CH3:12][N:14]1[CH2:15][CH:16]([CH2:20][O:21][c:22]2[c:23]([CH3:29])[cH:24][cH:25][cH:26][c:27]2[CH3:28])[CH2:17][CH2:18][CH2:19]1. The reactants are ClCCl, CC(C)=CCOCC#CC(O)c1ccc2c(c1)OCO2. Product: CC(C)=CCOCC#CC(=O)c1ccc2c(c1)OCO2. RXN SMILES: [CH2:21]([Cl:22])[Cl:23].[OH:1][CH:2]([C:3]#[C:4][CH2:5][O:6][CH2:7][CH:8]=[C:9]([CH3:10])[CH3:11])[c:12]1[cH:13][c:14]2[c:15]([cH:16][cH:17]1)[O:18][CH2:19][O:20]2>>[O:1]=[C:2]([C:3]#[C:4][CH2:5][O:6][CH2:7][CH:8]=[C:9]([CH3:10])[CH3:11])[c:12]1[cH:13][c:14]2[c:15]([cH:16][cH:17]1)[O:18][CH2:19][O:20]2.